Dataset: the Open Reaction Database (ORD), a public repository of structured organic reaction records. Task: describe an organic reaction: reactants, conditions, products, and yield The reactants are C1(CC1)NCC=1C=C(C=CC1)C(C)=O (3′-(N-cyclopropylaminomethyl)acetophenone), C([O-])([O-])=O.[K+].[K+] (potassium carbonate), BrCC=CC#CC(C)(C)C (1-bromo-6,6-dimethyl-2-hepten-4-yn). Solvent: CN(C=O)C (N,N-dimethylformamide), CN(C=O)C (N,N-dimethylformamide). Yields the product C1(CC1)N(C\C=C\C#CC(C)(C)C)CC=1C=C(C=CC1)C(C)=O (trans-3′-[N-Cyclopropyl-N-(6,6-dimethyl-2-hepten-4-ynyl)aminomethyl]acetophenone). The yield is 60.6%. As a reaction SMILES: [CH:1]1([NH:4][CH2:5][C:6]2[CH:7]=[C:8]([C:12](=[O:14])[CH3:13])[CH:9]=[CH:10][CH:11]=2)[CH2:3][CH2:2]1.C(=O)([O-])[O-].[K+].[K+].Br[CH2:22][CH:23]=[CH:24][C:25]#[C:26][C:27]([CH3:30])([CH3:29])[CH3:28]>CN(C)C=O>[CH:1]1([N:4]([CH2:5][C:6]2[CH:7]=[C:8]([C:12](=[O:14])[CH3:13])[CH:9]=[CH:10][CH:11]=2)[CH2:22]/[CH:23]=[CH:24]/[C:25]#[C:26][C:27]([CH3:30])([CH3:29])[CH3:28])[CH2:2][CH2:3]1 |f:1.2.3|. Reported procedure: 3′-(N-cyclopropylaminomethyl)acetophenone (0.35 g; 1.85 mmol) and potassium carbonate (0.36 g; 2.64 mmol) were added to N,N-dimethylformamide (15 ml). While the mixture was stirred in an ice bath, 1-bromo-6,6-dimethyl-2-hepten-4-yn (0.35 g; 1.76 mmol) in N,N-dimethylformamide (5 ml) was added dropwise. After completion of the addition, the mixture was removed from the ice bath, and stirred for 18 hours at room temperature. The mixture was poured into ice+saturated aqueous sodium bicarbonate solu...